Dataset: the Open Reaction Database (ORD), a public repository of structured organic reaction records. Task: describe an organic reaction: reactants, conditions, products, and yield Starting materials: COC(C(=O)NCc1ccc(C#N)cc1)c1ccc(O)cc1F, C1CCOC1, OCCc1ccc(F)cc1, CCOC(=O)N=NC(=O)OCC, c1ccc(P(c2ccccc2)c2ccccc2)cc1. Product: COC(C(=O)NCc1ccc(C#N)cc1)c1ccc(OCCc2ccc(F)cc2)cc1F. As a reaction SMILES: [C:1](#[N:2])[c:3]1[cH:4][cH:5][c:6]([CH2:7][NH:8][C:9]([CH:10]([O:11][CH3:12])[c:13]2[c:14]([F:20])[cH:15][c:16]([OH:19])[cH:17][cH:18]2)=[O:21])[cH:22][cH:23]1.[CH2:65]1[O:66][CH2:67][CH2:68][CH2:69]1.[F:24][c:25]1[cH:26][cH:27][c:28]([CH2:29][CH2:30][OH:31])[cH:32][cH:33]1.[O:34]=[C:35]([O:36][CH2:37][CH3:38])[N:39]=[N:40][C:41]([O:42][CH2:43][CH3:44])=[O:45].[c:46]1([P:47]([c:48]2[cH:49][cH:50][cH:51][cH:52][cH:53]2)[c:54]2[cH:55][cH:56][cH:57][cH:58][cH:59]2)[cH:60][cH:61][cH:62][cH:63][cH:64]1>>[C:1](#[N:2])[c:3]1[cH:4][cH:5][c:6]([CH2:7][NH:8][C:9]([CH:10]([O:11][CH3:12])[c:13]2[c:14]([F:20])[cH:15][c:16]([O:19][CH2:30][CH2:29][c:28]3[cH:27][cH:26][c:25]([F:24])[cH:33][cH:32]3)[cH:17][cH:18]2)=[O:21])[cH:22][cH:23]1. Reactants: CCOC(C)=O, CCCCCC, ClCCl, OCC1OC(OCc2ccccc2)C(O)C(O)C1O, CC1(C)C2CCC1(CS(=O)(=O)O)C(=O)C2, OCc1ccccc1, Cc1ccc(S(=O)(=O)Cl)cc1. The product is Cc1ccc(S(=O)(=O)CC2OC(OCc3ccccc3)C(O)C(O)C2O)cc1. Reaction SMILES: [CH3:57][CH2:58][O:59][C:60]([CH3:61])=[O:62].[CH3:63][CH2:64][CH2:65][CH2:66][CH2:67][CH3:68].[Cl:54][CH2:55][Cl:56].[O:1]([CH:2]1[CH:3]([OH:4])[CH:5]([OH:6])[CH:7]([OH:8])[CH:9]([CH2:11][OH:12])[O:10]1)[CH2:13][c:14]1[cH:15][cH:16][cH:17][cH:18][cH:19]1.[O:28]=[S:29](=[O:30])([OH:31])[CH2:32][C:33]12[CH2:34][CH2:35][CH:36]([C:37]1([CH3:38])[CH3:39])[CH2:40][C:41]2=[O:42].[OH:20][CH2:21][c:22]1[cH:23][cH:24][cH:25][cH:26][cH:27]1.[S:43](=[O:44])(=[O:45])([c:46]1[cH:47][cH:48][c:49]([CH3:50])[cH:51][cH:52]1)[Cl:53]>>[O:1]([CH:2]1[CH:3]([OH:4])[CH:5]([OH:6])[CH:7]([OH:8])[CH:9]([CH2:11][S:43](=[O:44])(=[O:45])[c:46]2[cH:47][cH:48][c:49]([CH3:50])[cH:51][cH:52]2)[O:10]1)[CH2:13][c:14]1[cH:15][cH:16][cH:17][cH:18][cH:19]1. Run in C(C)#N (acetonitrile), CN(C=O)C (N,N-dimethylformamide). Reported procedure: 3.18 g of chloromethyl-3H-imidazo[4,5-b]pyridine (G. Cleve et al., Liebigs Ann. Chem. 1971, 747, 158-171) are suspended in 16 ml of N,N-dimethylformamide and 50 ml of acetonitrile. 4.98 g of triphenylphosphine are added and the mixture is heated to 100° C. for 3 h. The mixture is concentrated to dryness and the crude product purified by chromatography on silica gel (eluent: dichloromethane/methanol 10:1 to 8:1) to afford 3.15 g of the title compound as a beige, amorphous solid. M.p. 302° C. MS: ... Starting materials: ClCC1=NC=2C(=NC=CC2)N1 (chloromethyl-3H-imidazo[4,5-b]pyridine), C1(=CC=CC=C1)P(C1=CC=CC=C1)C1=CC=CC=C1 (triphenylphosphine). The yield is 38.6%. Run at temperature 100 celsius. Yields the product [Cl-].N1=C(NC2=NC=CC=C21)C[P+](C2=CC=CC=C2)(C2=CC=CC=C2)C2=CC=CC=C2 ((3H-Imidazo[4,5-b]pyridin-2-yl-methyl)-triphenyl-phosphonium chloride). Reaction SMILES: [Cl:1][CH2:2][C:3]1[NH:11][C:6]2=[N:7][CH:8]=[CH:9][CH:10]=[C:5]2[N:4]=1.[C:12]1([P:18]([C:25]2[CH:30]=[CH:29][CH:28]=[CH:27][CH:26]=2)[C:19]2[CH:24]=[CH:23][CH:22]=[CH:21][CH:20]=2)[CH:17]=[CH:16][CH:15]=[CH:14][CH:13]=1>CN(C)C=O.C(#N)C>[Cl-:1].[N:4]1[C:5]2[C:6](=[N:7][CH:8]=[CH:9][CH:10]=2)[NH:11][C:3]=1[CH2:2][P+:18]([C:19]1[CH:20]=[CH:21][CH:22]=[CH:23][CH:24]=1)([C:25]1[CH:30]=[CH:29][CH:28]=[CH:27][CH:26]=1)[C:12]1[CH:13]=[CH:14][CH:15]=[CH:16][CH:17]=1 |f:4.5|. Starting materials: aqueous solution, [OH-].[Na+] (sodium hydroxide), C=1N=C(N2C1C=CC=C2)C(=O)C=2C=CC(=C(C(=O)OC)C2)NC(NCCC)=O (methyl 5-(imidazo[1,5-a]pyridin-3-ylcarbonyl)-2-[(propylcarbamoyl)amino]benzoate). Solvent: CO (methanol). Product: C=1N=C(N2C1C=CC=C2)C(=O)C=2C=C1C(N(C(NC1=CC2)=O)CCC)=O (6-(Imidazo[1,5-a]pyridin-3-ylcarbonyl)-3-propylquinazoline-2,4(1H,3H)-dione). Yield: 67.4%. RXN SMILES: [OH-].[Na+].[CH:3]1[N:4]=[C:5]([C:12]([C:14]2[CH:15]=[CH:16][C:17]([NH:24][C:25](=[O:30])[NH:26][CH2:27][CH2:28][CH3:29])=[C:18]([CH:23]=2)[C:19]([O:21]C)=O)=[O:13])[N:6]2[CH:11]=[CH:10][CH:9]=[CH:8][C:7]=12>CO>[CH:3]1[N:4]=[C:5]([C:12]([C:14]2[CH:23]=[C:18]3[C:17](=[CH:16][CH:15]=2)[NH:24][C:25](=[O:30])[N:26]([CH2:27][CH2:28][CH3:29])[C:19]3=[O:21])=[O:13])[N:6]2[CH:11]=[CH:10][CH:9]=[CH:8][C:7]=12 |f:0.1|. Procedure details: 1.38 ml (1.38 mmol) of a 1N aqueous solution of sodium hydroxide are added, at ambient temperature, to a suspension of 0.436 g (1.15 mmol) of methyl 5-(imidazo[1,5-a]pyridin-3-ylcarbonyl)-2-[(propylcarbamoyl)amino]benzoate in 10 ml of methanol. After refluxing for 2 hours, the methanol is concentrated under reduced pressure. A 1N aqueous solution of hydrochloric acid is added. The precipitate obtained is filtered off, rinsed with water and then dried, overnight at 40° C. under reduced pressure. ... Reactants: CNC(=O)C1=CC=CC=2SC(=CC21)C2=NC(=NC=C2Cl)NCCCN2[C@@H](CNCC2)C ((R)-2-{5-chloro-2-[3-(2-methylpiperazin-1-yl)-propylamino]-pyrimidin-4-yl}-benzo[b]thiophene-4-carboxylic acid methylamide), C1(CC1)NC(=O)C1=CC=CC=2SC(=CC21)C2=NC(=NC=C2C)Cl (2-(2-chloro-5-methyl-pyrimidin-4-yl)-benzo[b]thiophene-4-carboxylic acid cyclopropylamide), C(C)(C)(C)OC(=O)N1C[C@@H](N(CC1)CCCN)C ((S)-4-(3-aminopropyl)-3-methylpiperazine-1-carboxylic acid tert-butyl ester). Yields the product C1(CC1)NC(=O)C1=CC=CC=2SC(=CC21)C2=NC(=NC=C2C)NCCCN2[C@H](CNCC2)C ((S)-2-{5-Methyl-2-[3-(2-methylpiperazin-1-yl)-propylamino]-pyrimidin-4-yl}-benzo[b]thiophene-4-carboxylic acid cyclopropylamide). As a reaction SMILES: CNC(C1C2C=C(C3C(Cl)=CN=C([NH:21][CH2:22][CH2:23][CH2:24][N:25]4[CH2:30][CH2:29][NH:28][CH2:27][C@H:26]4[CH3:31])N=3)SC=2C=CC=1)=O.[CH:32]1([NH:35][C:36]([C:38]2[C:46]3[CH:45]=[C:44]([C:47]4[C:52]([CH3:53])=[CH:51][N:50]=[C:49](Cl)[N:48]=4)[S:43][C:42]=3[CH:41]=[CH:40][CH:39]=2)=[O:37])[CH2:34][CH2:33]1.C(OC(N1CCN(CCCN)[C@@H](C)C1)=O)(C)(C)C>>[CH:32]1([NH:35][C:36]([C:38]2[C:46]3[CH:45]=[C:44]([C:47]4[C:52]([CH3:53])=[CH:51][N:50]=[C:49]([NH:21][CH2:22][CH2:23][CH2:24][N:25]5[CH2:30][CH2:29][NH:28][CH2:27][C@@H:26]5[CH3:31])[N:48]=4)[S:43][C:42]=3[CH:41]=[CH:40][CH:39]=2)=[O:37])[CH2:34][CH2:33]1. Procedure: Using the method of (R)-2-{5-chloro-2-[3-(2-methylpiperazin-1-yl)-propylamino]-pyrimidin-4-yl}-benzo[b]thiophene-4-carboxylic acid methylamide, the title compound is synthesized from 2-(2-chloro-5-methyl-pyrimidin-4-yl)-benzo[b]thiophene-4-carboxylic acid cyclopropylamide and (S)-4-(3-aminopropyl)-3-methylpiperazine-1-carboxylic acid tert-butyl ester and isolated as a yellow solid. ES+(m/z) 465 [M+H]. Reactants: S1C2=C(C(=C1)C(C(=O)OC)(C)C)C=CC=C2 (Methyl 2-(benzo[b]thiophen-3-yl)-2-methylpropanoate), BrC1=CC=C(C=C1)C(C(=O)OCC)(C)C (Ethyl 2-(4-bromophenyl)-2-methylpropanoate). Product: S1C2=C(C(=C1)C(C(=O)O)(C)C)C=CC=C2 (2-(Benzo[b]thiophen-3-yl)-2-methylpropanoic Acid). As a reaction SMILES: [S:1]1[CH:5]=[C:4]([C:6]([CH3:12])([CH3:11])[C:7]([O:9]C)=[O:8])[C:3]2[CH:13]=[CH:14][CH:15]=[CH:16][C:2]1=2.BrC1C=CC(C(C)(C)C(OCC)=O)=CC=1>>[S:1]1[CH:5]=[C:4]([C:6]([CH3:12])([CH3:11])[C:7]([OH:9])=[O:8])[C:3]2[CH:13]=[CH:14][CH:15]=[CH:16][C:2]1=2. Reported procedure: The title compound was prepared according to the method of Example 22B substituting the product of Example 49B for the product of Example 22A. Starting materials: C(C)(C)(C)OC(CC1=CC(=C(C=C1)C=CC)OCC1=CC=CC=C1)=O ([3-benzyloxy-4-(propenyl)-phenyl]-acetic acid tert-butyl ester). The reagents and catalysts are [Pd] (palladium on activated carbon). Solvent: C1CCOC1 (THF). Run at time 18 hour. The product is C(C)(C)(C)OC(CC1=CC(=C(C=C1)CCC)O)=O ((3-hydroxy-4-propyl-phenyl)-acetic acid tert-butyl ester). RXN SMILES: [C:1]([O:5][C:6](=[O:25])[CH2:7][C:8]1[CH:13]=[CH:12][C:11]([CH:14]=[CH:15][CH3:16])=[C:10]([O:17]CC2C=CC=CC=2)[CH:9]=1)([CH3:4])([CH3:3])[CH3:2]>C1COCC1.[Pd]>[C:1]([O:5][C:6](=[O:25])[CH2:7][C:8]1[CH:13]=[CH:12][C:11]([CH2:14][CH2:15][CH3:16])=[C:10]([OH:17])[CH:9]=1)([CH3:3])([CH3:2])[CH3:4]. Procedure: To a solution of [3-benzyloxy-4-(propenyl)-phenyl]-acetic acid tert-butyl ester (1.21 g, 3.21 mmol, 1 eq.) in THF (39 mL) under N2, palladium on activated carbon (10% wt., 121 mg) was added. The flask was carefully evacuated and refilled with H2 (3×). The black suspension was stirred at r.t. under an H2-atmosphere for 18 hours. The black suspension was filtered through Celite and the filter cake was rinsed with THF. The filtrate was concentrated in vacuo. The residue was purified by flashmaster ... Reactants: OC(COC1=C2CCC(NC2=CC=C1)=O)CN1CCC(CC1)NC(=O)OC(C)(C)C (3,4-Dihydro 5-[2-hydroxy-3-(4-(tert-butoxycarbonylamino)-1-piperidyl)propoxy]carbostyril), Cl (hydrochloric acid). The solvent is C(C)O (ethanol), C(C)(C)OC(C)C (diisopropylether). Conditions: time 24 hour. The product is Cl.OC(COC1=C2CCC(NC2=CC=C1)=O)CN1CCC(CC1)NC(=O)OC(C)(C)C (3,4-dihydro-5-[2-hydroxy-3-(4-(tert-butoxycarbonylamino)-1-piperidyl)propoxy]carbostyril hydrochloride). As a reaction SMILES: [OH:1][CH:2]([CH2:16][N:17]1[CH2:22][CH2:21][CH:20]([NH:23][C:24]([O:26][C:27]([CH3:30])([CH3:29])[CH3:28])=[O:25])[CH2:19][CH2:18]1)[CH2:3][O:4][C:5]1[CH:14]=[CH:13][CH:12]=[C:11]2[C:6]=1[CH2:7][CH2:8][C:9](=[O:15])[NH:10]2.[ClH:31]>C(O)C.C(OC(C)C)(C)C>[ClH:31].[OH:1][CH:2]([CH2:16][N:17]1[CH2:22][CH2:21][CH:20]([NH:23][C:24]([O:26][C:27]([CH3:30])([CH3:29])[CH3:28])=[O:25])[CH2:19][CH2:18]1)[CH2:3][O:4][C:5]1[CH:14]=[CH:13][CH:12]=[C:11]2[C:6]=1[CH2:7][CH2:8][C:9](=[O:15])[NH:10]2 |f:4.5|. Procedure details: 3,4-Dihydro 5-[2-hydroxy-3-(4-(tert-butoxycarbonylamino)-1-piperidyl)propoxy]carbostyril (1 g, m.p. 138° C.) was dissolved in ethanol (10 mL) and acidified with hydrochloric acid-saturated ethanol. The resulting mixture was diluted with 2 volumes of diisopropylether and kept at room temperature for 24 hours. A white precipitate was collected by filtration and washed with ether to give 1,1 g of 3,4-dihydro-5-[2-hydroxy-3-(4-(tert-butoxycarbonylamino)-1-piperidyl)propoxy]carbostyril hydrochloride,...